This data is from the Open Reaction Database (ORD), a public repository of structured organic reaction records. The task is: describe an organic reaction: reactants, conditions, products, and yield The reactants are CC(=O)N1CCNCC1, C1=C(C=NC=C1Br)Br. Reagents/catalysts: C(=O)([O-])[O-].[Cs+].[Cs+], CC1(C2=C(C(=CC=C2)P(C3=CC=CC=C3)C4=CC=CC=C4)OC5=C1C=CC=C5P(C6=CC=CC=C6)C7=CC=CC=C7)C, CC(=O)O.CC(=O)O.[Pd]. Run at temperature 140 celsius. The product is CC(=O)N1CCN(CC1)C2=CC(=CN=C2)Br. Yield: 31.8%. Reported procedure: 3,5-dibromopyridine (1.233 g, 5.20 mmol), 1-(piperazin-1-yl)ethanone (0.734 g, 5.73 mmol), PdOAc2 (0.117 g, 0.52 mmol), XANTPHOS (0.361 g, 0.62 mmol), Cs2CO3 (5.09 g, 15.61 mmol), 1,4-dioxane as added to a 10 mL microwave vial. This was degassed and refilled with N2 and then heated at 140 °C in microwave for 1h.  LCMS showed reaction done with the peak at Rf1.24 showed a fragment mass of 284.  Evaporated solvent. Residue purified by ISCO (0-20% MeOH in EtOAc )to get the desired product 1-(4-(5-b...